This data is from the Open Reaction Database (ORD), a public repository of structured organic reaction records. The task is: describe an organic reaction: reactants, conditions, products, and yield Starting materials: COC(C1=CN=CC=C1C1=C(C=C(C=C1)OC[C@H](CC(C)C)NC(=O)OC(C)(C)C)F)=O ((S)-methyl-4-(4-((2-((tert-butoxycarbonyl)amino)-4-methylpentyl)oxy)-2-fluorophenyl)nicotinate), CO (methanol), O (water), [OH-].[Li+] (lithium hydroxide). Yield: 53.6%. Reaction SMILES: C[O:2][C:3](=[O:32])[C:4]1[C:9]([C:10]2[CH:15]=[CH:14][C:13]([O:16][CH2:17][C@@H:18]([NH:23][C:24]([O:26][C:27]([CH3:30])([CH3:29])[CH3:28])=[O:25])[CH2:19][CH:20]([CH3:22])[CH3:21])=[CH:12][C:11]=2[F:31])=[CH:8][CH:7]=[N:6][CH:5]=1.CO.O.[OH-].[Li+]>O1CCCC1>[C:27]([O:26][C:24]([NH:23][C@@H:18]([CH2:19][CH:20]([CH3:22])[CH3:21])[CH2:17][O:16][C:13]1[CH:14]=[CH:15][C:10]([C:9]2[C:4]([C:3]([OH:32])=[O:2])=[CH:5][N:6]=[CH:7][CH:8]=2)=[C:11]([F:31])[CH:12]=1)=[O:25])([CH3:30])([CH3:29])[CH3:28] |f:3.4|. Run at time 2 hour. Product: C(C)(C)(C)OC(=O)N[C@H](COC1=CC(=C(C=C1)C1=CC=NC=C1C(=O)O)F)CC(C)C ((S)-4-(4-((2-((tert-butoxycarbonyl)amino)-4-methylpentyl)oxy)-2-fluorophenyl)nicotinic acid). Reported procedure: (S)-methyl-4-(4-((2-((tert-butoxycarbonyl)amino)-4-methylpentyl)oxy)-2-fluorophenyl)nicotinate (50.0 mg, 0.112 mmol) was taken in a mixture of tetrahydrofuran (1 mL), methanol (1 mL) and water (1 mL). To the solution was added lithium hydroxide (8.05 mg, 0.336 mmol) and the reaction mixture was stirred at RT for 2 h. The reaction mixture was concentrated under reduced pressure and the residue was diluted with water and the pH adjusted to 4 using 1.5N aqueous HCl. The crude product from the aqueo... Solvent: O1CCCC1 (tetrahydrofuran). Starting materials: O=C(O)C(=O)O, CO, CC(=O)O, [H][H], FC(F)(F)c1cccc(OC2=CCN(CCCN(c3ccccc3)c3ccccc3)CC2)c1. The product is O=C(O)C(=O)O, FC(F)(F)c1cccc(OC2CCN(CCCN(c3ccccc3)c3ccccc3)CC2)c1. Reaction SMILES: [C:1]([C:2](=[O:3])[OH:4])(=[O:5])[OH:6].[CH3:40][OH:41].[CH3:44][C:45](=[O:46])[OH:47].[H:42][H:43].[c:7]1([N:13]([CH2:14][CH2:15][CH2:16][N:17]2[CH2:18][CH2:19][C:20]([O:23][c:24]3[cH:25][c:26]([C:30]([F:31])([F:32])[F:33])[cH:27][cH:28][cH:29]3)=[CH:21][CH2:22]2)[c:34]2[cH:35][cH:36][cH:37][cH:38][cH:39]2)[cH:8][cH:9][cH:10][cH:11][cH:12]1>>[C:1]([C:2](=[O:3])[OH:4])(=[O:5])[OH:6].[c:7]1([N:13]([CH2:14][CH2:15][CH2:16][N:17]2[CH2:18][CH2:19][CH:20]([O:23][c:24]3[cH:25][c:26]([C:30]([F:31])([F:32])[F:33])[cH:27][cH:28][cH:29]3)[CH2:21][CH2:22]2)[c:34]2[cH:35][cH:36][cH:37][cH:38][cH:39]2)[cH:8][cH:9][cH:10][cH:11][cH:12]1.